From a dataset of the Open Reaction Database (ORD), a public repository of structured organic reaction records. describe an organic reaction: reactants, conditions, products, and yield Starting materials: NC=1C(=CC(=C(C1)N1N=C(N(C1=O)C(F)F)C)Cl)Cl (1-(5-amino-2,4-dichlorophenyl)-4-difluoromethyl-4,5-dihydro-3-methyl-1,2,4-triazol-5(1H)-one), resultant mixture, FC1=CC=C(C=C1)[N+](=O)[O-] (4-fluoronitrobenzene), [H-].[Na+] (sodium hydride), CN(C=O)C (N,N-dimethylformamide), FC1=CC=C(C=C1)[N+](=O)[O-] (4-fluoronitrobenzene), ice water. Conditions: time 1 hour. Product: ClC1=C(C=C(C(=C1N)Cl)C1=CC=C(C=C1)[N+](=O)[O-])N1N=C(N(C1=O)C(F)F)C (1-[2,4-dichloro-5-(4-nitrophenyl)-aminophenyl]-4-difluoromethyl-4,5-dihydro -3-methyl-1,2,4-triazol-5(1H)-one). Reaction SMILES: [H-].[Na+].N[C:4]1[C:5]([Cl:21])=[CH:6][C:7]([Cl:20])=[C:8]([N:10]2[C:14](=[O:15])[N:13]([CH:16]([F:18])[F:17])[C:12]([CH3:19])=[N:11]2)[CH:9]=1.F[C:23]1[CH:28]=[CH:27][C:26]([N+:29]([O-:31])=[O:30])=[CH:25][CH:24]=1.C[N:33](C)C=O>>[Cl:20][C:7]1[C:6]([NH2:33])=[C:5]([Cl:21])[C:4]([C:23]2[CH:28]=[CH:27][C:26]([N+:29]([O-:31])=[O:30])=[CH:25][CH:24]=2)=[CH:9][C:8]=1[N:10]1[C:14](=[O:15])[N:13]([CH:16]([F:18])[F:17])[C:12]([CH3:19])=[N:11]1 |f:0.1|. Procedure: To a stirred, cold (0° C.) mixture of 0.085 gram (0.00355 mole) of sodium hydride in 10 mL of N,N-dimethylformamide was added 1.0 gram (0.00323 mole) of 1-(5-amino-2,4-dichlorophenyl)-4-difluoromethyl-4,5-dihydro-3-methyl-1,2,4-triazol-5(1H)-one. After stirring for a brief period of time, 0.455 gram (0.00323 mole) of 4-fluoronitrobenzene was added. The resultant mixture was allowed to warm to room temperature and was stirred for one hour. The reaction mixture was heated at 60° C. for three hours... Solvent: CO (methanol). As a reaction SMILES: [N+:1]([C:4]1[S:5][CH:6]=[C:7]([CH:9]=[O:10])[CH:8]=1)([O-:3])=[O:2].[P:11]([O-:18])([O:15][CH2:16][CH3:17])[O:12][CH2:13][CH3:14]>CO>[N+:1]([C:4]1[S:5][CH:6]=[C:7]([CH:9]([P:11](=[O:18])([O:15][CH2:16][CH3:17])[O:12][CH2:13][CH3:14])[OH:10])[CH:8]=1)([O-:3])=[O:2]. Isolated yield 72.4%. Yields the product [N+](=O)([O-])C=1SC=C(C1)C(O)P(OCC)(OCC)=O (O,O-Diethyl 2-nitro-4-thienylhydroxymethylphosphonate). Reported procedure: A solution containing 2-nitro-4-thiophenecarboxaldehyde (2.61 g, 16.6 mmol), diethyl phosphite (2.14 mL, 16.6 mmol), and methanol (5 mis) was adsorbed onto excess basic alumina. After 16 hours the product was extracted with methylene chloride, concentrated and purified by column chromatography (silica gel). Elution with methylene chloride-methanol 19:1 gave the product (3.55 g) as an oil. 1H NMR (CDC13): d, 5.05 (dd,1H,PCH), 4.15 (m,4H,CH2), 1.33 (dt,6H,CH3). MS (DCl): 296 (MH+). C9H14NO6PS. The reactants are [N+](=O)([O-])C=1SC=C(C1)C=O (2-nitro-4-thiophenecarboxaldehyde), P(OCC)(OCC)[O-] (diethyl phosphite). Reactants: COc1ccc(CN2CC(F)CC(O[Si](C)(C)C(C)(C)C)C2)cc1, CO. Yields the product CC(C)(C)[Si](C)(C)OC1CNCC(F)C1. RXN SMILES: [C:1]([CH3:2])([CH3:3])([CH3:4])[Si:5]([O:6][CH:7]1[CH2:8][N:9]([CH2:14][c:15]2[cH:16][cH:17][c:18]([O:19][CH3:20])[cH:21][cH:22]2)[CH2:10][CH:11]([F:13])[CH2:12]1)([CH3:23])[CH3:24].[CH3:25][OH:26]>>[C:1]([CH3:2])([CH3:3])([CH3:4])[Si:5]([O:6][CH:7]1[CH2:8][NH:9][CH2:10][CH:11]([F:13])[CH2:12]1)([CH3:23])[CH3:24]. Starting materials: CC1(C(=NC2=CC=C(C=C2C1)C(=O)OC)C1=CC(=CC=C1)S(NC1=CC=CC=C1)(=O)=O)C (methyl 3,3-dimethyl-2-(3-(N-phenylsulfamoyl)phenyl)-3,4-dihydroquinoline-6-carboxylate). Reagents/catalysts: [Pd] (Pd/C). The solvent is CO (methanol), O1CCCC1 (tetrahydrofuran). The product is COC(=O)C=1C=C2CC(C(NC2=CC1)C1=CC(=CC=C1)S(NC1=CC=CC=C1)(=O)=O)(C)C (3,3-Dimethyl-2-(3-phenylsulfamoyl-phenyl)-1,2,3,4-tetrahydro-quinoline-6-carboxylic acid methyl ester). Isolated yield 75.9%. Reaction SMILES: [CH3:1][C:2]1([CH3:32])[CH2:11][C:10]2[C:5](=[CH:6][CH:7]=[C:8]([C:12]([O:14][CH3:15])=[O:13])[CH:9]=2)[N:4]=[C:3]1[C:16]1[CH:21]=[CH:20][CH:19]=[C:18]([S:22](=[O:31])(=[O:30])[NH:23][C:24]2[CH:29]=[CH:28][CH:27]=[CH:26][CH:25]=2)[CH:17]=1>CO.O1CCCC1.[Pd]>[CH3:15][O:14][C:12]([C:8]1[CH:9]=[C:10]2[C:5](=[CH:6][CH:7]=1)[NH:4][CH:3]([C:16]1[CH:21]=[CH:20][CH:19]=[C:18]([S:22](=[O:31])(=[O:30])[NH:23][C:24]3[CH:25]=[CH:26][CH:27]=[CH:28][CH:29]=3)[CH:17]=1)[C:2]([CH3:32])([CH3:1])[CH2:11]2)=[O:13]. Procedure: A mixture of methyl 3,3-dimethyl-2-(3-(N-phenylsulfamoyl)phenyl)-3,4-dihydroquinoline-6-carboxylate (170 mg, 0.38 mmol) and 10% Pd/C (150 mg) in methanol (4 mL) and tetrahydrofuran (5 mL) was hydrogenated by a H2 balloon at 30° C. After filtration, the filtrated was concentrated and purified on preparative thin layer chromatography to afford 130 mg of 3,3-Dimethyl-2-(3-phenylsulfamoyl-phenyl)-1,2,3,4-tetrahydro-quinoline-6-carboxylic acid methyl ester. The reactants are ClC1=CC=C(C=C1)N1C(=NC2=C(C1=O)C=NN2C2=CC=CC=C2)C2=CC=C(C=C2)S(=O)C (5-(4-chloro-phenyl)-6-(4-methanesulfinyl-phenyl)-1-phenyl-1,5-dihydro-pyrazolo[3,4-d]pyrimidin-4-one), C(C)(=O)OC(C)=O (acetic anhydride). Conditions: time 5 hour. The product is C(C)(=O)OCSC1=CC=C(C=C1)C=1N(C(C2=C(N1)N(N=C2)C2=CC=CC=C2)=O)C2=CC=C(C=C2)Cl ((4-(5-(4-chlorophenyl)-4-oxo-1-phenyl-4,5-dihydro-1H-pyrazolo[3,4-d]pyrimidin-6-yl)phenylthio)methyl acetate). As a reaction SMILES: [Cl:1][C:2]1[CH:7]=[CH:6][C:5]([N:8]2[C:13](=[O:14])[C:12]3[CH:15]=[N:16][N:17]([C:18]4[CH:23]=[CH:22][CH:21]=[CH:20][CH:19]=4)[C:11]=3[N:10]=[C:9]2[C:24]2[CH:29]=[CH:28][C:27]([S:30]([CH3:32])=O)=[CH:26][CH:25]=2)=[CH:4][CH:3]=1.[C:33]([O:36]C(=O)C)(=[O:35])[CH3:34]>>[C:33]([O:36][CH2:32][S:30][C:27]1[CH:28]=[CH:29][C:24]([C:9]2[N:8]([C:5]3[CH:6]=[CH:7][C:2]([Cl:1])=[CH:3][CH:4]=3)[C:13](=[O:14])[C:12]3[CH:15]=[N:16][N:17]([C:18]4[CH:23]=[CH:22][CH:21]=[CH:20][CH:19]=4)[C:11]=3[N:10]=2)=[CH:25][CH:26]=1)(=[O:35])[CH3:34]. Procedure details: To a solution of 5-(4-chloro-phenyl)-6-(4-methanesulfinyl-phenyl)-1-phenyl-1,5-dihydro-pyrazolo[3,4-d]pyrimidin-4-one (1.20 g, 2.60 mmol) in dry acetic anhydride (12 mL) sodium acetate (0.800 g, 9.76 mmol) is added and the resulting mixture is heated to reflux. After 5 h, the reaction mixture is concentrated. The crude product is purified by column chromatography (silica gel, 60-120 mesh) to afford (4-(5-(4-chlorophenyl)-4-oxo-1-phenyl-4,5-dihydro-1H-pyrazolo[3,4-d]pyrimidin-6-yl)phenylthio)meth... Starting materials: N\C(=C/C#N)\C (3-aminocrotononitrile), C=C1CC(=O)O1 (diketene). Yields the product C(#N)C1C(=NC(=CC1=O)C)C (3-Cyano-2,6-dimethylpyrid-4-one). As a reaction SMILES: [NH2:1]/[C:2](/[CH3:6])=[CH:3]\[C:4]#[N:5].[CH2:7]=[C:8]1O[C:10](=[O:11])[CH2:9]1>>[C:4]([CH:3]1[C:10](=[O:11])[CH:9]=[C:8]([CH3:7])[N:1]=[C:2]1[CH3:6])#[N:5]. Reported procedure: 3-Cyano-2,6-dimethylpyrid-4-one was prepared from 3-aminocrotononitrile and diketene following the procedure of Kato et al (Yakugaku Zasshi 91, 740, 1971). Starting materials: OCCNCCO, O=C(O)c1cc2nc(-c3cccc4[nH]ncc34)nc(N3CCOCC3)c2s1. Yields the product O=C(c1cc2nc(-c3cccc4[nH]ncc34)nc(N3CCOCC3)c2s1)N(CCO)CCO. Reaction SMILES: [OH:28][CH2:29][CH2:30][NH:31][CH2:32][CH2:33][OH:34].[nH:1]1[n:2][cH:3][c:4]2[c:5](-[c:10]3[n:11][c:12]([N:22]4[CH2:23][CH2:24][O:25][CH2:26][CH2:27]4)[c:13]4[c:14]([n:15]3)[cH:16][c:17]([C:19](=[O:20])[OH:21])[s:18]4)[cH:6][cH:7][cH:8][c:9]12>>[nH:1]1[n:2][cH:3][c:4]2[c:5](-[c:10]3[n:11][c:12]([N:22]4[CH2:23][CH2:24][O:25][CH2:26][CH2:27]4)[c:13]4[c:14]([n:15]3)[cH:16][c:17]([C:19](=[O:20])[N:31]([CH2:30][CH2:29][OH:28])[CH2:32][CH2:33][OH:34])[s:18]4)[cH:6][cH:7][cH:8][c:9]12.